Dataset: the Open Reaction Database (ORD), a public repository of structured organic reaction records. Task: describe an organic reaction: reactants, conditions, products, and yield Starting materials: FC1=CC(=C(C=C1F)C1=C(C=NC=C1)N(C(C1=CC(=NC(=C1)C(F)(F)F)C(F)(F)F)=O)CCS(=O)(=O)C)OC (N-[4-(4,5-Difluoro-2-methoxy-phenyl)-pyridin-3-yl]-N-(2-methanesulfonyl-ethyl)-2,6-bis-trifluoromethyl-isonicotinamide), FC1=CC(=C(C=C1F)C1=C(C=NC=C1)N(C(C1=CC(=NC(=C1)C(F)(F)F)C(F)(F)F)=O)CCS(=O)(=O)C)OC (N-[4-(4,5-Difluoro-2-methoxy-phenyl)-pyridin-3-yl]-N-(2-methanesulfonyl-ethyl)-2,6-bis-trifluoromethyl-isonicotinamide), C1(=CC=CC=C1)B(O)O (phenyl boronic acid), C(=O)([O-])[O-].[Na+].[Na+] (Na2CO3), C(=O)(O)[O-].[Na+] (NaHCO3), C1(=CC=CC=C1)P(C1=CC=CC=C1)C1=CC=CC=C1 (triphenylphosphine). Reagents/catalysts: CC(=O)[O-].CC(=O)[O-].[Pd+2] (Pd(OAc)2). Run in COCCOC (DME), CCOC(=O)C (EtOAc). Run at temperature 100 celsius, time 5 hour. Yields the product CNC=1C=NC=CC1C1=CC=CC=C1 (Methyl-(4-phenyl-pyridin-3-yl)-amine). The yield is 90.5%. Reaction SMILES: F[C:2]1[C:7](F)=[CH:6][C:5]([C:9]2[CH:14]=[CH:13][N:12]=[CH:11][C:10]=2[N:15](CCS(C)(=O)=O)[C:16](=O)C2C=C(C(F)(F)F)N=C(C(F)(F)F)C=2)=[C:4](OC)[CH:3]=1.C1(B(O)O)C=CC=CC=1.C([O-])([O-])=O.[Na+].[Na+].C1(P(C2C=CC=CC=2)C2C=CC=CC=2)C=CC=CC=1.C([O-])(O)=O.[Na+]>COCCOC.CC([O-])=O.CC([O-])=O.[Pd+2].CCOC(C)=O>[CH3:16][NH:15][C:10]1[CH:11]=[N:12][CH:13]=[CH:14][C:9]=1[C:5]1[CH:4]=[CH:3][CH:2]=[CH:7][CH:6]=1 |f:2.3.4,6.7,9.10.11|. Procedure: To a solution of (4-iodo-pyridin-3-yl)-methyl-amine (225 mg, 0.96 mmol, example 36, intermediate b) in DME (5 mL) were added phenyl boronic acid (234 mg, 1.92 mmol) and 2M aqueous Na2CO3 solution (2 mL) and the reaction mixture was purged with nitrogen for 15 min. Then Pd(OAc)2 (22 mg, 0.1 mmol) and triphenylphosphine (50 mg, 0.19 mmol) were added and the reaction mixture was stirred at 100° C. for 5 hours. The reaction mixture was poured on 30 mL 10% aqueous NaHCO3 solution and 30 mL EtOAc and ... RXN SMILES: [C:1](#[N:2])[c:3]1[n:4][cH:5][c:6](-[c:9]2[c:10]([C:11](=[O:12])[O:13][CH3:14])[c:15]([F:19])[cH:16][cH:17][cH:18]2)[cH:7][n:8]1.[CH3:23][OH:24].[ClH:20].[H:21][H:22]>>[CH2:1]([NH2:2])[c:3]1[n:4][cH:5][c:6](-[c:9]2[c:10]([C:11](=[O:12])[O:13][CH3:14])[c:15]([F:19])[cH:16][cH:17][cH:18]2)[cH:7][n:8]1.[ClH:20]. Reactants: COC(=O)c1c(F)cccc1-c1cnc(C#N)nc1, CO, Cl, [H][H]. Product: COC(=O)c1c(F)cccc1-c1cnc(CN)nc1, Cl. Starting materials: BrC=1C=CC(=C(CN(CC)C2=CC=C(N=N2)C#N)C1)OCC(=C)C (6-[N-(5-Bromo-2-(2-methylprop-2-en-1-yloxy)benzyl)-N-ethylamino]-3-cyanopyridazine), [N-]=[N+]=[N-].[Na+] (sodium azide), O (water), [Cl-].C(C)[NH+](CC)CC (triethylammonium chloride). The solvent is CN1C(CCC1)=O (N-methylpyrrolidone). Reaction conditions: temperature 120 celsius, time 7 hour. Product: BrC=1C=CC(=C(CN(CC)C2=CC=C(N=N2)C2=NN=NN2)C1)OCC(=C)C (5-[6-(N-(5-Bromo-2-(2-methylprop-2-en-1-yloxy)benzyl)-N-ethylamino)pyridazinyl]-tetrazole). Isolated yield 47.7%. Reaction SMILES: [Br:1][C:2]1[CH:3]=[CH:4][C:5]([O:20][CH2:21][C:22]([CH3:24])=[CH2:23])=[C:6]([CH:19]=1)[CH2:7][N:8]([C:11]1[N:16]=[N:15][C:14]([C:17]#[N:18])=[CH:13][CH:12]=1)[CH2:9][CH3:10].[N-:25]=[N+:26]=[N-:27].[Na+].[Cl-].C([NH+](CC)CC)C.O>CN1CCCC1=O>[Br:1][C:2]1[CH:3]=[CH:4][C:5]([O:20][CH2:21][C:22]([CH3:24])=[CH2:23])=[C:6]([CH:19]=1)[CH2:7][N:8]([C:11]1[N:16]=[N:15][C:14]([C:17]2[NH:27][N:26]=[N:25][N:18]=2)=[CH:13][CH:12]=1)[CH2:9][CH3:10] |f:1.2,3.4|. Procedure details: 6-[N-(5-Bromo-2-(2-methylprop-2-en-1-yloxy)benzyl)-N-ethylamino]-3-cyanopyridazine (reference example 13) (0.52 g, 1.34 mmol) in N-methylpyrrolidone (13 ml) was treated with sodium azide (403 mg, 6.1 mmol) followed by triethylammonium chloride (537 mg, 3.9 mmol) and the mixture stirred under argon for 7 hours at 120° C. The mixture was then poured into water and acidified to around pH2. It was then extracted twice with ethyl acetate and the combined organic extracts washed twice with water, drie... The reactants are C(C)OC(C(C1=CC=CC=C1)(O)C1=CC=C(C=C1)C(=O)OC(C)(C)C)=O (ethyl(4-tert-butyloxycarbonylphenyl)(hydroxy)phenylacetate), [OH-].[Na+] (NaOH), [OH-].[Na+] (NaOH), methyl ester. The solvent is CO (CH3OH). Conditions: time 4 hour. Yields the product C(C)(C)(C)OC(=O)C1=CC=C(C=C1)C(C(=O)O)(C1=CC=CC=C1)O ((4-tert-butoxycarbonylphenyl)(hydroxy)phenylacetic acid). As a reaction SMILES: C([O:3][C:4](=[O:26])[C:5]([C:13]1[CH:18]=[CH:17][C:16]([C:19]([O:21][C:22]([CH3:25])([CH3:24])[CH3:23])=[O:20])=[CH:15][CH:14]=1)([OH:12])[C:6]1[CH:11]=[CH:10][CH:9]=[CH:8][CH:7]=1)C.[OH-].[Na+]>CO>[C:22]([O:21][C:19]([C:16]1[CH:17]=[CH:18][C:13]([C:5]([OH:12])([C:6]2[CH:7]=[CH:8][CH:9]=[CH:10][CH:11]=2)[C:4]([OH:26])=[O:3])=[CH:14][CH:15]=1)=[O:20])([CH3:25])([CH3:23])[CH3:24] |f:1.2|. Procedure: To a stirred solution of ethyl(4-tert-butyloxycarbonylphenyl)(hydroxy)phenylacetate from the previous step (78 mg, 0.218 mmol, HPLC RT=2.95 min.) in 2 mL CH3OH was added 0.3 mL of 1 N NaOH solution. Reaction was stirred at room temperature for 4 hours. HPLC analysis indicated rapid conversion to methyl ester but slow saponification to acid. Added 0.1 mL 1 N NaOH to drive reaction to completion. The solvent was removed on a rotary evaporator and the residue was partitioned between EtOAc (20 mL) a...